From a dataset of the Open Reaction Database (ORD), a public repository of structured organic reaction records. describe an organic reaction: reactants, conditions, products, and yield Reactants: N1CCNCCNCCNCC1 (1,4,7,10-tetraazacyclododecane), N1=C(C=CC=C1)CCl (2-picolyl chloride), aqueous solution, Cl.N1=C(C=CC=C1)CCl (2-picolyl chloride hydrochloride). Solvent: C(Cl)(Cl)Cl (chloroform), C(Cl)(Cl)Cl (chloroform), C(Cl)(Cl)Cl (chloroform). Run at time 30 minute. Yields the product N1=C(C=CC=C1)CN1CCNCCNCCNCC1 (N-(2-pyridylmethyl)-1,4,7,10-tetraazacyclododecane). Reaction SMILES: Cl.[N:2]1[CH:7]=[CH:6][CH:5]=[CH:4][C:3]=1[CH2:8]Cl.[NH:10]1[CH2:21][CH2:20][NH:19][CH2:18][CH2:17][NH:16][CH2:15][CH2:14][NH:13][CH2:12][CH2:11]1.N1C=CC=CC=1CCl>C(Cl)(Cl)Cl>[N:2]1[CH:7]=[CH:6][CH:5]=[CH:4][C:3]=1[CH2:8][N:10]1[CH2:21][CH2:20][NH:19][CH2:18][CH2:17][NH:16][CH2:15][CH2:14][NH:13][CH2:12][CH2:11]1 |f:0.1|. Procedure details: A 2-picolyl chloride solution in chloroform was prepared by basifying 3 mL of an aqueous solution of 1.03 g (6.3 mmol) of 2-picolyl chloride hydrochloride to pH>14 and extracting into chloroform. To a stirred chloroform solution of 2.03 g (11.8 mmol) of 1,4,7,10-tetraazacyclododecane was added 10 mL of the prepared 2-picolyl chloride solution in chloroform in one portion. After stirring at temperature for 30 min, the reaction mixture was concentrated in vacuo to give a residue which was chromato... Reactants: ClC1=CC=2C=NC=CC2S1 (2-chloro-thieno[3,2-c]pyridine), C(C(=O)C1=CC=CC=C1)Br (phenacyl bromide). Yields the product [Br-].ClC1=CC=2C=[N+](C=CC2S1)CC(=O)C1=CC=CC=C1 (2-chloro-5-phenacyl-thieno[3,2-c]pyridinium bromide). Yield: 80.1%. As a reaction SMILES: [Cl:1][C:2]1[S:10][C:9]2[CH:8]=[CH:7][N:6]=[CH:5][C:4]=2[CH:3]=1.[CH2:11]([Br:20])[C:12]([C:14]1[CH:19]=[CH:18][CH:17]=[CH:16][CH:15]=1)=[O:13]>>[Br-:20].[Cl:1][C:2]1[S:10][C:9]2[CH:8]=[CH:7][N+:6]([CH2:11][C:12]([C:14]3[CH:19]=[CH:18][CH:17]=[CH:16][CH:15]=3)=[O:13])=[CH:5][C:4]=2[CH:3]=1 |f:2.3|. Reported procedure: Reaction of 2-chloro-thieno[3,2-c]pyridine (17 g) with phenacyl bromide (20 g) according to the procedure of Example 1 gives white crystals (29.60 g) having a melting point (Koefler block of 239° C. Reactants: BrCCCBr, CCOC(=O)C(C)(Cc1ccc(O)cc1)Oc1ccccc1, CCC(C)=O, [K+], [K+], O=C([O-])[O-]. Product: CCOC(=O)C(C)(Cc1ccc(OCCCBr)cc1)Oc1ccccc1. Reaction SMILES: [Br:23][CH2:24][CH2:25][CH2:26][Br:27].[CH2:1]([CH3:2])[O:3][C:4]([C:5]([CH2:6][c:7]1[cH:8][cH:9][c:10]([OH:13])[cH:11][cH:12]1)([O:14][c:15]1[cH:16][cH:17][cH:18][cH:19][cH:20]1)[CH3:21])=[O:22].[CH2:34]([C:35]([CH3:36])=[O:37])[CH3:38].[K+:28].[K+:29].[O-:30][C:31]([O-:32])=[O:33]>>[CH2:1]([CH3:2])[O:3][C:4]([C:5]([CH2:6][c:7]1[cH:8][cH:9][c:10]([O:13][CH2:26][CH2:25][CH2:24][Br:23])[cH:11][cH:12]1)([O:14][c:15]1[cH:16][cH:17][cH:18][cH:19][cH:20]1)[CH3:21])=[O:22]. Reactants: C(C1=CC=CC=C1)OC(=O)N[C@@H](CC1=CC=CC=C1)C(=O)O (N-(benzyloxycarbonyl)-L-phenylalanine), C(C)(C)(C)N1[C@H](C(=O)N)CCC1 (N1 -tert.butyl-L-prolinamide), OC1=CC=CC=2NN=NC21 (hydroxybenzotriazole), C1(CCCCC1)N=C=NC1CCCCC1 (dicyclohexylcarbodiimide). The product is N#N.N[C@H]([C@@H](C[C@@]1(N(CCC1)C(C)(C)C)C(=O)N)O)CC1=CC=CC=C1 (N2 [3(S)-amino-2(R)-hydroxy-4-phenylbutyl]-N1 -tert.butyl-L-prolinamide). As a reaction SMILES: C(OC([NH:11][C@H:12]([C:20]([OH:22])=O)[CH2:13][C:14]1[CH:19]=[CH:18][CH:17]=[CH:16][CH:15]=1)=O)C1C=CC=CC=1.O[C:24]1C2N=[N:30][NH:29]C=2C=CC=1.C1(N=C=NC2CCCCC2)CCCCC1.[C:48]([N:52]1[CH2:59][CH2:58][CH2:57][C@H:53]1[C:54]([NH2:56])=[O:55])([CH3:51])([CH3:50])[CH3:49]>>[N:29]#[N:30].[NH2:11][C@@H:12]([CH2:13][C:14]1[CH:15]=[CH:16][CH:17]=[CH:18][CH:19]=1)[C@H:20]([OH:22])[CH2:24][C@@:53]1([C:54]([NH2:56])=[O:55])[CH2:57][CH2:58][CH2:59][N:52]1[C:48]([CH3:51])([CH3:49])[CH3:50] |f:4.5|. Procedure: In a manner analogous to that described in Example 92, from 0.15 g of N-(benzyloxycarbonyl)-L-phenylalanine, 0.066 g of hydroxybenzotriazole, 0.1 g of dicyclohexylcarbodiimide and 0.166 g of N2 -[3(S)-amino-2(R)-hydroxy-4-phenylbutyl]-N1 -tert.butyl-L-prolinamide there was obtained 0.1 g of N2 -[3(S)-[N-(benzyloxycarbonyl)-L-phenylalanyl]amino]-2(R)-hydroxy-4-phenylbutyl]-N1 -tert.butyl-L-prolinamide as a white solid of melting point 78°-80° C. The reactants are O1C(=CC=C1)C(=O)N1CCNCC1 (1-furoylpiperazine), CCN=C=NCCCN(C)C (EDCI), C=1C=CC2=C(C1)N=NN2O (HOBt), OCCCCSC1=CC=C(C=C1)C1=NC(=NC=C1)NC1=CC=C(C(=O)O)C=C1 (4-{4-[4-(4-Hydroxybutylsulfanyl)phenyl]pyrimidin-2-ylamino}benzoic acid). Solvent: C1CCOC1 (THF), C(Cl)Cl (CH2Cl2). Reaction conditions: time 12 hour. Product: O1C(=CC=C1)C(=O)N1CCN(CC1)C(=O)C1=CC=C(C=C1)NC1=NC=CC(=N1)C1=CC=C(C=C1)SCCCCO ([4-(Furan-2-carbonyl)-piperazin-1-yl]-(4-{4-[4-(4-hydroxybutylsulfanyl)phenyl]pyrimidin-2-ylamino}phenyl)methanone). Yield: 8.8%. As a reaction SMILES: [OH:1][CH2:2][CH2:3][CH2:4][CH2:5][S:6][C:7]1[CH:12]=[CH:11][C:10]([C:13]2[CH:18]=[CH:17][N:16]=[C:15]([NH:19][C:20]3[CH:28]=[CH:27][C:23]([C:24](O)=[O:25])=[CH:22][CH:21]=3)[N:14]=2)=[CH:9][CH:8]=1.[O:29]1[CH:33]=[CH:32][CH:31]=[C:30]1[C:34]([N:36]1[CH2:41][CH2:40][NH:39][CH2:38][CH2:37]1)=[O:35].CCN=C=NCCCN(C)C.C1C=CC2N(O)N=NC=2C=1>C1COCC1.C(Cl)Cl>[O:29]1[CH:33]=[CH:32][CH:31]=[C:30]1[C:34]([N:36]1[CH2:37][CH2:38][N:39]([C:24]([C:23]2[CH:22]=[CH:21][C:20]([NH:19][C:15]3[N:14]=[C:13]([C:10]4[CH:9]=[CH:8][C:7]([S:6][CH2:5][CH2:4][CH2:3][CH2:2][OH:1])=[CH:12][CH:11]=4)[CH:18]=[CH:17][N:16]=3)=[CH:28][CH:27]=2)=[O:25])[CH2:40][CH2:41]1)=[O:35]. Procedure details: 4-{4-[4-(4-Hydroxybutylsulfanyl)phenyl]pyrimidin-2-ylamino}benzoic acid (0.34 g, 0.86 mmol) was dissolved in THF (5 mL). To this solution was added 1-furoylpiperazine (0.170 g), EDCI (0.180 g), and HOBt (0.127 g). The mixture was stirred 12 h. The mixture was then diluted with CH2Cl2 (20 mL) and washed with 2% NaOH (aq, 30 mL), water (30 mL), and then brine (30 mL). The organic layer was dried (Na2SO4), filtered, and concentrated. The crude solid was subjected to preparatory HPLC (30-80 acetonit... The reactants are C(C)C=1C=C(C(=O)O)C=C(N1)C (2-ethyl-6-methyl-isonicotinic acid), C(C)(C)(C)OC(=O)NN (hydrazinecarboxylic acid tert.-butyl ester), CCN(C(C)C)C(C)C (DIPEA), CN(C)C(=[N+](C)C)ON1C2=C(C=CC=C2)N=N1.[B-](F)(F)(F)F (TBTU). The solvent is CN(C)C=O (DMF), [OH-].[Na+] (NaOH). Reaction conditions: time 3 hour. Product: C(C)(C)(C)OC(=O)NNC(=O)C1=CC(=NC(=C1)C)CC (N′-(2-ethyl-6-methyl-pyridine-4-carbonyl)-hydrazinecarboxylic acid tert-butyl ester). Reaction SMILES: [CH2:1]([C:3]1[CH:4]=[C:5]([CH:9]=[C:10]([CH3:12])[N:11]=1)[C:6]([OH:8])=O)[CH3:2].[C:13]([O:17][C:18]([NH:20][NH2:21])=[O:19])([CH3:16])([CH3:15])[CH3:14].CCN(C(C)C)C(C)C.CN(C(ON1N=NC2C=CC=CC1=2)=[N+](C)C)C.[B-](F)(F)(F)F>CN(C=O)C.[OH-].[Na+]>[C:13]([O:17][C:18]([NH:20][NH:21][C:6]([C:5]1[CH:9]=[C:10]([CH3:12])[N:11]=[C:3]([CH2:1][CH3:2])[CH:4]=1)=[O:8])=[O:19])([CH3:16])([CH3:15])[CH3:14] |f:3.4,6.7|. Procedure details: To a solution of 2-ethyl-6-methyl-isonicotinic acid (0.53 g, 3.2 mmol), hydrazinecarboxylic acid tert.-butyl ester (0.43 g, 3.2 mmol) and DIPEA (0.85 mL) in DMF (10 mL) is added TBTU (1.23 g, 3.8 mmol). The mixture is stirred at rt for 3 h. The mixture is diluted with 1M aq. NaOH (50 mL) and extracted with Et2O-EA (1:1, 3×50 mL). The organic extracts are dried (Na2SO4), filtered and evaporated to give crude N′-(2-ethyl-6-methyl-pyridine-4-carbonyl)-hydrazinecarboxylic acid tert-butyl ester. Reaction SMILES: [Cl:1][C:2]1[CH:3]=[N:4][CH:5]=[C:6]([Cl:27])[C:7]=1[NH:8][C:9]1[S:10][C:11]2[C:17]3[CH2:18][C:19]([CH3:22])([CH3:21])[O:20][C:16]=3[C:15]([C:23]([O:25]C)=[O:24])=[CH:14][C:12]=2[N:13]=1.[OH-].[Na+]>CO>[Cl:1][C:2]1[CH:3]=[N:4][CH:5]=[C:6]([Cl:27])[C:7]=1[NH:8][C:9]1[S:10][C:11]2[C:17]3[CH2:18][C:19]([CH3:22])([CH3:21])[O:20][C:16]=3[C:15]([C:23]([OH:25])=[O:24])=[CH:14][C:12]=2[N:13]=1 |f:1.2|. Run in CO (methanol). The reactants are ClC=1C=NC=C(C1NC=1SC2=C(N1)C=C(C1=C2CC(O1)(C)C)C(=O)OC)Cl (methyl 2-[(3,5-dichloropyridin-4-yl)amino]-7,7-dimethyl-7,8-dihydrofuro[2,3-g][1,3]benzothiazole-5-carboxylate), aqueous solution, [OH-].[Na+] (sodium hydroxide). Procedure details: The title compound was prepared following the procedure described for step-2 of intermediate-3 using methyl 2-[(3,5-dichloropyridin-4-yl)amino]-7,7-dimethyl-7,8-dihydrofuro[2,3-g][1,3]benzothiazole-5-carboxylate (0.080 g, 0.188 mmol), methanol (2.0 mL) and (50%) aqueous solution of sodium hydroxide (0.200 g, 5.00 mmol) to afford 0.050 g of the desired product. 1HNMR (DMSO-d6): δ 1.43 (s, 6H), 2.98 (s, 2H), 7.37 (s, 1H), 7.30 (s, 1H), 8.61 (m, 2H), 12-13 (s, 1H); MS [M+H]+: 424.18. The yield is 64.8%. The product is ClC=1C=NC=C(C1NC=1SC2=C(N1)C=C(C1=C2CC(O1)(C)C)C(=O)O)Cl (2-[(3,5-dichloropyridin-4-yl)amino]-7,7-dimethyl-7,8-dihydrofuro[2,3-g][1,3]benzothiazole-5-carboxylic acid).